Task: describe an organic reaction: reactants, conditions, products, and yield. Dataset: the Open Reaction Database (ORD), a public repository of structured organic reaction records Reactants: [N+](=O)([O-])C1=CC=C(C(=O)N2C(CCCCC2)=O)C=C1 (N-(4-nitrobenzoyl)caprolactam), ClC=1C=C(C(=O)Cl)C=C(C1)Cl (3,5-dichlorobenzoylchloride). Product: ClC=1C=C(C(=O)N2C(CCCCC2)=O)C=C(C1)Cl (N-(3,5-dichlorobenzoyl)caprolactam). RXN SMILES: [N+](C1C=CC(C([N:10]2[CH2:16][CH2:15][CH2:14][CH2:13][CH2:12][C:11]2=[O:17])=O)=CC=1)([O-])=O.[Cl:20][C:21]1[CH:22]=[C:23]([CH:27]=[C:28]([Cl:30])[CH:29]=1)[C:24](Cl)=[O:25]>>[Cl:20][C:21]1[CH:22]=[C:23]([CH:27]=[C:28]([Cl:30])[CH:29]=1)[C:24]([N:10]1[CH2:16][CH2:15][CH2:14][CH2:13][CH2:12][C:11]1=[O:17])=[O:25]. Procedure: Synthesized as for N-(4-nitrobenzoyl)caprolactam (Example XXIII) using 3,5-dichlorobenzoylchloride (Aldrich) in place of 4-nitrobenzoyl chloride.